From a dataset of the Open Reaction Database (ORD), a public repository of structured organic reaction records. describe an organic reaction: reactants, conditions, products, and yield Run in CO (methanol). Starting materials: C(C)(C)(C)OC(=O)N([C@@H]1CN(CC1)C(=O)OCC1=CC=CC=C1)CCCF ((S)-benzyl 3-(tert-butoxycarbonyl(3-fluoropropyl)amino)pyrrolidine-1-carboxylate), C(=O)[O-].[NH4+] (ammonium formate), [H][H] (hydrogen). The product is FCCCN(C(OC(C)(C)C)=O)[C@@H]1CNCC1 ((S)-tert-butyl 3-fluoropropyl(pyrrolidin-3-yl)carbamate). The reagents and catalysts are [Pd] (palladium on carbon). As a reaction SMILES: [C:1]([O:5][C:6]([N:8]([CH2:24][CH2:25][CH2:26][F:27])[C@H:9]1[CH2:13][CH2:12][N:11](C(OCC2C=CC=CC=2)=O)[CH2:10]1)=[O:7])([CH3:4])([CH3:3])[CH3:2].C([O-])=O.[NH4+].[H][H]>CO.[Pd]>[F:27][CH2:26][CH2:25][CH2:24][N:8]([C@H:9]1[CH2:13][CH2:12][NH:11][CH2:10]1)[C:6](=[O:7])[O:5][C:1]([CH3:4])([CH3:3])[CH3:2] |f:1.2|. Procedure: To a solution of (S)-benzyl 3-(tert-butoxycarbonyl(3-fluoropropyl)amino)pyrrolidine-1-carboxylate (611 mg, 1.6 mmol) in methanol (6.5 mL) was added ammonium formate (1.1 g, 18 mmol) followed palladium on carbon (10% w/w, 479 mg, 0.22 mmol). The reaction mixture was stirred at ambient temperature under a balloon of hydrogen for 1 hour, then degassed and filtered over a pad of celite. The filtrate was concentrated in vacuo to afford a residue, which was used in the next step without any further pu... Starting materials: 13.93, N(=NC(=O)OCC)C(=O)OCC (diethyl azodicarboxylate), N1=C(C=NC=C1)CO (2-pyrazinemethanol), OC1=CC=C(C(=O)OCC)C=C1 (ethyl 4-hydroxybenzoate), C1(=CC=CC=C1)P(C1=CC=CC=C1)C1=CC=CC=C1 (triphenylphosphine). The solvent is O1CCCC1 (tetrahydrofuran), O1CCCC1 (tetrahydrofuran). Product: N1=C(C=NC=C1)COC1=CC=C(C(=O)OCC)C=C1 (ethyl 4-(2-pyrazinylmethoxy)benzoate). Yield: 38.7%. As a reaction SMILES: [N:1]1[CH:6]=[CH:5][N:4]=[CH:3][C:2]=1[CH2:7][OH:8].O[C:10]1[CH:20]=[CH:19][C:13]([C:14]([O:16][CH2:17][CH3:18])=[O:15])=[CH:12][CH:11]=1.C1(P(C2C=CC=CC=2)C2C=CC=CC=2)C=CC=CC=1.N(C(OCC)=O)=NC(OCC)=O>O1CCCC1>[N:1]1[CH:6]=[CH:5][N:4]=[CH:3][C:2]=1[CH2:7][O:8][C:10]1[CH:20]=[CH:19][C:13]([C:14]([O:16][CH2:17][CH3:18])=[O:15])=[CH:12][CH:11]=1. Procedure details: To a stirred and cooled (≤5° C.) solution of 8.3 parts of 2-pyrazinemethanol, 13.3 parts of ethyl 4-hydroxybenzoate and 20.2 parts of triphenylphosphine in 178 parts of tetrahydrofuran was added dropwise a solution of 13.93 parts of diethyl azodicarboxylate in 45 parts of tetrahydrofuran. Upon completion, the reaction mixture was stirred over weekend. After evaporation, the residue was taken up in water and the product was extracted with dichloromethane. The extract was dried, filtered and evapo...